This data is from the Open Reaction Database (ORD), a public repository of structured organic reaction records. The task is: describe an organic reaction: reactants, conditions, products, and yield Starting materials: O (water), C([O-])([O-])=O.[K+].[K+] (potassium carbonate), C(\C=C(/C)\CCC=C(C)C)Br (geranyl bromide), OC1=CC=C(C=C1)CC(=O)OC (Methyl 4-hydroxyphenylacetate). Run in CC(=O)C (acetone). Product: CC(=CCOC1=CC=C(C=C1)CC(=O)OC)CCC=C(C)C (methyl 2-{4-[(3,7-dimethyl-2,6-octadienyl)oxy]phenyl}acetate). Isolated yield 92.2%. As a reaction SMILES: [OH:1][C:2]1[CH:7]=[CH:6][C:5]([CH2:8][C:9]([O:11][CH3:12])=[O:10])=[CH:4][CH:3]=1.C(=O)([O-])[O-].[K+].[K+].[CH2:19](Br)/[CH:20]=[C:21](/[CH2:23][CH2:24][CH:25]=[C:26]([CH3:28])[CH3:27])\[CH3:22].O>CC(C)=O>[CH3:22][C:21]([CH2:23][CH2:24][CH:25]=[C:26]([CH3:28])[CH3:27])=[CH:20][CH2:19][O:1][C:2]1[CH:3]=[CH:4][C:5]([CH2:8][C:9]([O:11][CH3:12])=[O:10])=[CH:6][CH:7]=1 |f:1.2.3|. Procedure: Methyl 4-hydroxyphenylacetate (6.00 g, 36.11 mmol) was dissolved in acetone (90 ml), and then potassium carbonate (9.98 g, 72.22 mmol) and geranyl bromide(14.34 ml, 72.22 mmol) were added thereto. After being refluxed for 4 hours, the mixture, with water added thereto, was extracted with ethyl acetate. The organic layer was washed with saturated ammonium chloride water and saturated brine successively, and dried over MgSO4. The solvent was evaporated out and the obtained residue was purified by ...